describe an organic reaction: reactants, conditions, products, and yield From a dataset of the Open Reaction Database (ORD), a public repository of structured organic reaction records. Reactants: C(C)(=O)O[C@H]1[C@@H](O[C@@H]([C@@H]([C@@H]1OC(C)=O)OC(C)=O)COC(C)=O)OC1=NNC(=C1CC1=CC=C(C=C1)\C=C\CC(=O)O)C(C)C (3-(2,3,4,6-tetra-O-acetyl-β-D-galactopyranosyloxy)-4-({4-[(1E)-3-carboxyprop-1-enyl]-phenyl}methyl)-5-isopropyl-1H-pyrazole), NC(CNC(=O)OCC1=CC=CC=C1)(C)C (2-amino-1-benzyloxycarbonylamino-2-(methyl)propane), Cl.NCC(=O)N (glycinamide hydrochloride). Reaction SMILES: C([O:4][C@@H:5]1[C@@H:10]([O:11]C(=O)C)[C@@H:9]([O:15]C(=O)C)[C@@H:8]([CH2:19][O:20]C(=O)C)[O:7][C@H:6]1[O:24][C:25]1[C:29]([CH2:30][C:31]2[CH:36]=[CH:35][C:34](/[CH:37]=[CH:38]/[CH2:39][C:40]([OH:42])=O)=[CH:33][CH:32]=2)=[C:28]([CH:43]([CH3:45])[CH3:44])[NH:27][N:26]=1)(=O)C.[NH2:46][C:47]([CH3:61])([CH3:60])[CH2:48][NH:49]C(OCC1C=CC=CC=1)=O.Cl.NCC(N)=O>>[NH2:49][CH2:48][C:47]([NH:46][C:40]([CH2:39][CH2:38][CH2:37][C:34]1[CH:35]=[CH:36][C:31]([CH2:30][C:29]2[C:25]([O:24][C@@H:6]3[O:7][C@H:8]([CH2:19][OH:20])[C@H:9]([OH:15])[C@H:10]([OH:11])[C@H:5]3[OH:4])=[N:26][NH:27][C:28]=2[CH:43]([CH3:44])[CH3:45])=[CH:32][CH:33]=1)=[O:42])([CH3:61])[CH3:60] |f:2.3|. Procedure details: The title compound was prepared in a similar manner to that described in Example 1 using 3-(2,3,4,6-tetra-O-acetyl-β-D-galactopyranosyloxy)-4-({4-[(1E)-3-carboxyprop-1-enyl]-phenyl}methyl)-5-isopropyl-1H-pyrazole and 2-amino-1-benzyloxycarbonylamino-2-(methyl)propane instead of 3-(2,3,4,6-tetra-O-acetyl-β-D-glucopyranosyloxy)-4-({4-[(1E)-3-carboxyprop-1-enyl]phenyl}methyl)-5-isopropyl-1H-pyrazole and glycinamide hydrochloride, respectively. Product: NCC(C)(C)NC(=O)CCCC1=CC=C(C=C1)CC=1C(=NNC1C(C)C)O[C@H]1[C@H](O)[C@@H](O)[C@@H](O)[C@H](O1)CO (4-[(4-{3-[2-Amino-1,1-di(methyl)ethylcarbamoyl]propyl}-phenyl)methyl]-3-(β-D-galactopyranosyloxy)-5-isopropyl-1H-pyrazole). Starting materials: COc1ccc2c(c1)CCC2=NO, NC1CCc2ncccc21. Product: COc1ccc2c(c1)CCC2N. Reaction SMILES: [CH3:11][O:12][c:13]1[cH:14][c:15]2[c:19]([cH:20][cH:21]1)[C:18](=[N:22][OH:23])[CH2:17][CH2:16]2.[n:1]1[cH:2][cH:3][cH:4][c:5]2[c:10]1[CH2:9][CH2:8][CH:6]2[NH2:7]>>[CH3:11][O:12][c:13]1[cH:14][c:15]2[c:19]([cH:20][cH:21]1)[CH:18]([NH2:22])[CH2:17][CH2:16]2. Reactants: BrC1=C(CC(C1)(CO)CO)Br (1,2-dibromo- 4,4-di (hydroxymethyl)cyclopentene), C1(=CC=C(C=C1)S(=O)(=O)Cl)C (p-toluenesulfonyl chloride). Solvent: N1=CC=CC=C1 (pyridine). Conditions: time 8 hour. The product is BrC1=C(CC(C1)(CS(=O)(=O)C1=CC=C(C)C=C1)CS(=O)(=O)C1=CC=C(C)C=C1)Br (1,2-dibromo-4,4-di(tosylmethyl)cyclopentene). The yield is 46.5%. Reaction SMILES: [Br:1][C:2]1[CH2:6][C:5]([CH2:9]O)([CH2:7]O)[CH2:4][C:3]=1[Br:11].[C:12]1([CH3:22])[CH:17]=[CH:16][C:15]([S:18](Cl)(=[O:20])=[O:19])=[CH:14][CH:13]=1>N1C=CC=CC=1>[Br:1][C:2]1[CH2:6][C:5]([CH2:9][S:18]([C:15]2[CH:16]=[CH:17][C:12]([CH3:22])=[CH:13][CH:14]=2)(=[O:20])=[O:19])([CH2:7][S:18]([C:15]2[CH:16]=[CH:17][C:12]([CH3:22])=[CH:13][CH:14]=2)(=[O:20])=[O:19])[CH2:4][C:3]=1[Br:11]. Procedure: Under nitrogen, a stirred solution of 5.7 g (19.9 mmol) of 1,2-dibromo-4,4-di(hydroxymethyl)cyclopentene (Step 5) in 50 mL of pyridine at ambient temperature was treated with 19 g (99.7 mmol) of p-toluenesulfonyl chloride. The reaction was allowed to stir overnight and was concentrated in vacuo. The residue was dissolved ethyl acetate and washed twice with 3% hydrochloric acid followed by brine. The solution was dried (Na2SO4) and concentrated in vacuo to give 5.2 g (44%) of 1,2-dibromo-4,4-di(t... Reactants: CS(=O)(=O)c1ccc(F)c(C(F)(F)F)c1, O=C(O)Cc1cc(O)cc(F)c1. Reaction SMILES: [CH3:1][S:2](=[O:3])(=[O:4])[c:5]1[cH:6][c:7]([C:12]([F:13])([F:14])[F:15])[c:8]([F:11])[cH:9][cH:10]1.[F:16][c:17]1[cH:18][c:19]([CH2:24][C:25](=[O:26])[OH:27])[cH:20][c:21]([OH:23])[cH:22]1>>[CH3:1][S:2](=[O:3])(=[O:4])[c:5]1[cH:6][c:7]([C:12]([F:13])([F:14])[F:15])[c:8]([O:23][c:21]2[cH:20][c:19]([CH2:24][C:25](=[O:26])[OH:27])[cH:18][c:17]([F:16])[cH:22]2)[cH:9][cH:10]1. Yields the product CS(=O)(=O)c1ccc(Oc2cc(F)cc(CC(=O)O)c2)c(C(F)(F)F)c1. The reactants are O (water), C(C)(C)OC(C1=CN=C(C(=C1)Cl)Cl)=O (isopropyl-5,6-dichloronicotinate), [H-].[Na+] (NaH), OCC1=C(C=CC=C1)C(C(=O)NC)=NOC (2-hydroxymethyl-α-methyoxyimino-N-methyl-benzeneacetamide). Solvent: C1CCOC1 (THF), C1CCOC1 (THF), hexanes, C1CCOC1 (THF). Conditions: time 15 minute. Product: CON=C(C(=O)NC)C1=C(C=CC=C1)COC1=NC=C(C=C1Cl)C(=O)OC(C)C (α-(methoxyimino)-N-methyl-2-[[[3-chloro-5-(isopropoxycarbonyl)-2-pyridinyl]oxy]methyl]-benzeneacetamide). The yield is 42.9%. As a reaction SMILES: [H-].[Na+].[OH:3][CH2:4][C:5]1[CH:10]=[CH:9][CH:8]=[CH:7][C:6]=1[C:11](=[N:16][O:17][CH3:18])[C:12]([NH:14][CH3:15])=[O:13].[CH:19]([O:22][C:23](=[O:32])[C:24]1[CH:29]=[C:28]([Cl:30])[C:27](Cl)=[N:26][CH:25]=1)([CH3:21])[CH3:20].O>C1COCC1>[CH3:18][O:17][N:16]=[C:11]([C:6]1[CH:7]=[CH:8][CH:9]=[CH:10][C:5]=1[CH2:4][O:3][C:27]1[C:28]([Cl:30])=[CH:29][C:24]([C:23]([O:22][CH:19]([CH3:21])[CH3:20])=[O:32])=[CH:25][N:26]=1)[C:12]([NH:14][CH3:15])=[O:13] |f:0.1|. Procedure details: NaH (60% dispersion in mineral oil, 0.23 g, 12.0 mmol) was washed (2×) with hexanes then suspended in THF (10 mL) to which 2-hydroxymethyl-α-methyoxyimino-N-methyl-benzeneacetamide (0.89 g, 4.0 mmol) in THF solution was added. The solution was stirred at room temperature for 10 minutes at which time isopropyl-5,6-dichloronicotinate (1.00 g, 4.3 mmol) in THF solution was added. After 15 minutes of stirring at room temperature, the solution was poured into 4-5 volumes of water and extracted with E... Starting materials: O=C(Cl)c1ccccc1, OCCCCO, c1ccncc1. Yields the product O=C(OCCCCO)c1ccccc1. RXN SMILES: [C:7]([c:8]1[cH:9][cH:10][cH:11][cH:12][cH:13]1)(=[O:14])[Cl:15].[CH2:1]([CH2:2][CH2:3][CH2:4][OH:5])[OH:6].[cH:16]1[cH:17][cH:18][n:19][cH:20][cH:21]1>>[CH2:1]([CH2:2][CH2:3][CH2:4][O:5][C:7]([c:8]1[cH:9][cH:10][cH:11][cH:12][cH:13]1)=[O:14])[OH:6].